This data is from the Open Reaction Database (ORD), a public repository of structured organic reaction records. The task is: describe an organic reaction: reactants, conditions, products, and yield Starting materials: C(C(=O)O)(=O)O (oxalic acid), O1[C@@H](C1)COC1=C2C=CNC2=CC=C1 ((S)-(+)-4-(oxiranylmethoxy)-1H-indole), CC1=C(C(=CC=C1)C)N1CCNCC1 (1-(2,6-dimethylphenyl)piperazine), CO (methanol). The solvent is C(C)(=O)OCC (ethyl acetate), C(C)(=O)OCC (ethyl acetate). Product: C(C(=O)O)(=O)O.N1C=CC2=C(C=CC=C12)OC[C@H](CN1CCN(CC1)C1=C(C=CC=C1C)C)O ((2S)-(-)-1-(4-indolyloxy)-3-(4-(2,6-dimethylphenyl)piperazin-1-yl)-2-propanol ethanedioate). RXN SMILES: [O:1]1[CH2:3][C@H:2]1[CH2:4][O:5][C:6]1[CH:14]=[CH:13][CH:12]=[C:11]2[C:7]=1[CH:8]=[CH:9][NH:10]2.[CH3:15][C:16]1[CH:21]=[CH:20][CH:19]=[C:18]([CH3:22])[C:17]=1[N:23]1[CH2:28][CH2:27][NH:26][CH2:25][CH2:24]1.[C:29]([OH:34])(=[O:33])[C:30]([OH:32])=[O:31].CO>C(OCC)(=O)C>[C:29]([OH:34])(=[O:33])[C:30]([OH:32])=[O:31].[NH:10]1[C:11]2[C:7](=[C:6]([O:5][CH2:4][C@@H:2]([OH:1])[CH2:3][N:26]3[CH2:27][CH2:28][N:23]([C:17]4[C:18]([CH3:22])=[CH:19][CH:20]=[CH:21][C:16]=4[CH3:15])[CH2:24][CH2:25]3)[CH:14]=[CH:13][CH:12]=2)[CH:8]=[CH:9]1 |f:5.6|. Reported procedure: The title compound was prepared in similar fashion from (S)-(+)-4-(oxiranylmethoxy)-1H-indole and 1-(2,6-dimethylphenyl)piperazine. The resulting free base was dissolved in ethyl acetate, and precipitated with one equivalent of oxalic acid in ethyl acetate in 50% overall yield. FDMS m/e=379 (M+ of free base). α[D]589 =-11.89 (c=0.47, methanol). Reactants: [BH4-], Brc1ccc2sccc2c1, CC(C)(C)OC(=O)CC#N, CC(C)(C)[O-], COCCOC, Cl, [K+], [Na+], O, Cl[Pd]Cl, c1ccc(P(c2ccccc2)c2ccccc2)cc1, c1ccc(P(c2ccccc2)c2ccccc2)cc1, c1ccc(P(c2ccccc2)c2ccccc2)cc1. The product is CC(C)(C)OC(=O)C(C#N)c1ccc2sccc2c1. As a reaction SMILES: [BH4-:20].[Br:38][c:39]1[cH:40][cH:41][c:42]2[c:43]([cH:44][cH:45][s:46]2)[cH:47]1.[C:28](#[N:29])[CH2:30][C:31](=[O:32])[O:33][C:34]([CH3:35])([CH3:36])[CH3:37].[CH3:22][C:23]([CH3:24])([O-:25])[CH3:26].[CH3:91][O:92][CH2:93][CH2:94][O:95][CH3:96].[ClH:48].[K+:27].[Na+:21].[OH2:90].[Pd:49]([Cl:50])[Cl:51].[c:1]1([P:2]([c:3]2[cH:4][cH:5][cH:6][cH:7][cH:8]2)[c:9]2[cH:10][cH:11][cH:12][cH:13][cH:14]2)[cH:15][cH:16][cH:17][cH:18][cH:19]1.[c:52]1([P:53]([c:54]2[cH:55][cH:56][cH:57][cH:58][cH:59]2)[c:60]2[cH:61][cH:62][cH:63][cH:64][cH:65]2)[cH:66][cH:67][cH:68][cH:69][cH:70]1.[c:71]1([P:72]([c:73]2[cH:74][cH:75][cH:76][cH:77][cH:78]2)[c:79]2[cH:80][cH:81][cH:82][cH:83][cH:84]2)[cH:85][cH:86][cH:87][cH:88][cH:89]1>>[C:28](#[N:29])[CH:30]([C:31](=[O:32])[O:33][C:34]([CH3:35])([CH3:36])[CH3:37])[c:39]1[cH:40][cH:41][c:42]2[c:43]([cH:44][cH:45][s:46]2)[cH:47]1. Reactants: NC1=CC(CC(C1)(C)C)=O (3-amino-5,5-dimethyl-2-cyclohexen-1-one), BrC=1C=C(C=O)C=CC1F (3-bromo-4-fluorobenzaldehyde). The product is BrC=1C=C(C=CC1F)C1C=2C(CC(CC2NC=2CC(CC(C12)=O)(C)C)(C)C)=O (9-(3-bromo-4-fluorophenyl)-3,4,6,7,9,10-hexahydro-3,3,6,6-tetramethyl-1,8(2H,5H)-acridinedione). Reaction SMILES: [NH2:1][C:2]1[CH2:7][C:6]([CH3:9])([CH3:8])[CH2:5][C:4](=[O:10])[CH:3]=1.[Br:11][C:12]1[CH:13]=[C:14]([CH:17]=[CH:18][C:19]=1[F:20])[CH:15]=O>>[Br:11][C:12]1[CH:13]=[C:14]([CH:15]2[C:3]3[C:4](=[O:10])[CH2:5][C:6]([CH3:9])([CH3:8])[CH2:7][C:2]=3[NH:1][C:2]3[CH2:7][C:6]([CH3:9])([CH3:8])[CH2:5][C:4](=[O:10])[C:3]2=3)[CH:17]=[CH:18][C:19]=1[F:20]. Reported procedure: Reaction of 3-amino-5,5-dimethyl-2-cyclohexen-1-one with 3-bromo-4-fluorobenzaldehyde in an analogous manner to that described in Example 1 gave 9-(3-bromo-4-fluorophenyl)-3,4,6,7,9,10-hexahydro-3,3,6,6-tetramethyl-1,8(2H,5H)-acridinedione. Crystallization from absolute ethanol gave a pale yellow crystalline solid of melting point 260° C. (decomposition).